Dataset: the Open Reaction Database (ORD), a public repository of structured organic reaction records. Task: describe an organic reaction: reactants, conditions, products, and yield The reactants are CO, COC(=O)C1CC1CN1CCN(c2csc3cc(C(F)(F)F)ccc23)CC1, [Na+], C1COCCO1, [OH-]. Yields the product O=C(O)C1CC1CN1CCN(c2csc3cc(C(F)(F)F)ccc23)CC1. RXN SMILES: [CH3:30][OH:31].[CH3:3][O:4][C:5](=[O:6])[CH:7]1[CH:8]([CH2:10][N:11]2[CH2:12][CH2:13][N:14]([c:17]3[c:18]4[c:19]([s:20][cH:21]3)[cH:22][c:23]([C:26]([F:27])([F:28])[F:29])[cH:24][cH:25]4)[CH2:15][CH2:16]2)[CH2:9]1.[Na+:2].[O:32]1[CH2:33][CH2:34][O:35][CH2:36][CH2:37]1.[OH-:1]>>[O:4]=[C:5]([OH:6])[CH:7]1[CH:8]([CH2:10][N:11]2[CH2:12][CH2:13][N:14]([c:17]3[c:18]4[c:19]([s:20][cH:21]3)[cH:22][c:23]([C:26]([F:27])([F:28])[F:29])[cH:24][cH:25]4)[CH2:15][CH2:16]2)[CH2:9]1. Reactants: C[S-], CCOC(C)=O, COc1ccc(N(C)c2nc(Cl)nc3ccccc23)cc1, [Na+]. Product: COc1ccc(N(C)c2nc(SC)nc3ccccc23)cc1. Reaction SMILES: [CH3:22][S-:23].[CH3:25][CH2:26][O:27][C:28](=[O:29])[CH3:30].[Cl:1][c:2]1[n:3][c:4]2[cH:5][cH:6][cH:7][cH:8][c:9]2[c:10]([N:12]([CH3:13])[c:14]2[cH:15][cH:16][c:17]([O:20][CH3:21])[cH:18][cH:19]2)[n:11]1.[Na+:24]>>[c:2]1([S:23][CH3:22])[n:3][c:4]2[cH:5][cH:6][cH:7][cH:8][c:9]2[c:10]([N:12]([CH3:13])[c:14]2[cH:15][cH:16][c:17]([O:20][CH3:21])[cH:18][cH:19]2)[n:11]1. Starting materials: ClC=1C=CC(=C(C(=O)O)C1)OC (5-Chloro-2-methoxybenzoic acid), S(=O)(Cl)Cl (thionyl chloride), C1=CC=CC=C1 (Benzene). Yields the product ClC=1C=CC(=C(C(=O)Cl)C1)OC (5-Chloro-2-methoxybenzoylchloride). Yield: 72.0%. RXN SMILES: [Cl:1][C:2]1[CH:3]=[CH:4][C:5]([O:11][CH3:12])=[C:6]([CH:10]=1)[C:7](O)=[O:8].C1C=CC=CC=1.S(Cl)([Cl:21])=O>>[Cl:1][C:2]1[CH:3]=[CH:4][C:5]([O:11][CH3:12])=[C:6]([CH:10]=1)[C:7]([Cl:21])=[O:8]. Reported procedure: 5-Chloro-2-methoxybenzoic acid (19 g.) was heated in thionyl chloride 64 ml.) under reflux for 1 hour. Benzene (100 ml.) was then added, and evaporated off under reduced pressure. The solid residue was recrystallized from hexane to give the required product (15 g., 72%) m.p. 59°-60°. The reactants are ice water, C([O-])(O)=O.[Na+] (sodium bicarbonate), [N+](=O)([O-])C1=C(C=CC=C1)NCC1=CC=CC=C1 ([N-(2-Nitrophenyl)]-benzylamine). The solvent is C(C)(=O)OCC (ethyl acetate). Product: NC1=C(C=CC=C1)NCC1=CC=CC=C1 ([N-(2-Aminophenyl)]-benzylamine). RXN SMILES: [N+:1]([C:4]1[CH:9]=[CH:8][CH:7]=[CH:6][C:5]=1[NH:10][CH2:11][C:12]1[CH:17]=[CH:16][CH:15]=[CH:14][CH:13]=1)([O-])=O.C(=O)(O)[O-].[Na+]>C(OCC)(=O)C>[NH2:1][C:4]1[CH:9]=[CH:8][CH:7]=[CH:6][C:5]=1[NH:10][CH2:11][C:12]1[CH:13]=[CH:14][CH:15]=[CH:16][CH:17]=1 |f:1.2|. Procedure details: [N-(2-Nitrophenyl)]-benzylamine (21.9 mmol, 5.0 g) in ethyl acetate (150 ml) is charged with SnCl22H2O (131 mmol, 29.55 g) and is refluxed for 3 hours. The mixture is poured into ice water (100 g), sodium bicarbonate is added to achieve pH 7, and the reaction mixture is extracted with ethyl acetate (3×50 ml). The organic layer is dried with MgSO4, is filtered and evaporated to yield a light sensitive oil, which is used as such in the next step. Reactants: C(C)(C)(C)OC(=O)N1C(=CC2=CC(=CC=C12)CN1CCN(CC1)C(=O)OC(C)(C)C)C=1C(N(C=C(C1)C(=O)O)COCC[Si](C)(C)C)=O (5-(4-tert-Butoxycarbonyl-piperazin-1-ylmethyl)-2-[5-carboxy-2-oxo-1-(2-trimethylsilanyl-ethoxymethyl)-1,2-dihydro-pyridin-3-yl]-indole-1-carboxylic acid tert-butyl ester), O.ON1N=NC2=C1C=CC=C2 (1-hydroxybenzotriazole hydrate), C(C)(C)(C)OC(=O)N1C(=CC2=CC(=CC=C12)CN1CCN(CC1)C(=O)OC(C)(C)C)C=1C(N(C=C(C1)C(=O)O)COCC[Si](C)(C)C)=O (5-(4-tert-butoxycarbonyl-piperazin-1-ylmethyl)-2-[5-carboxy-2-oxo-1-(2-trimethylsilanyl-ethoxymethyl)-1,2-dihydro-pyridin-3-yl]indole-1-carboxylic acid tert-butyl ester), C(C1=CC=CC=C1)NC=1C=NNC1 (benzyl-1H-pyrazole-4-yl amine), C(C)(C)N(C(C)C)CC (N,N-diisopropylethylamine), Cl.CN(CCCN=C=NCC)C (N-(3-dimethylaminopropyl)-N′-ethylcarbodiimide hydrochloride). The solvent is O1CCCC1 (tetrahydrofuran). Run at temperature 90 celsius. Product: C(C)(C)(C)OC(=O)N1C(=CC2=CC(=CC=C12)CN1CCN(CC1)C(=O)OC(C)(C)C)C=1C(N(C=C(C1)C(NC=1C=NN(C1)CC1=CC=CC=C1)=O)COCC[Si](C)(C)C)=O (2-[5-(1-Benzyl-1H-pyrazol-4-ylcarbamoyl)-2-oxo-1-(2-trimethylsilanyl-ethoxymethyl)-1,2-dihydro-pyridin-3-yl]-5-(4-tert-butoxycarbonyl-piperazin-1-ylmethyl)-indole-1-carboxylic acid tert-butyl ester). As a reaction SMILES: [C:1]([O:5][C:6]([N:8]1[C:16]2[C:11](=[CH:12][C:13]([CH2:17][N:18]3[CH2:23][CH2:22][N:21]([C:24]([O:26][C:27]([CH3:30])([CH3:29])[CH3:28])=[O:25])[CH2:20][CH2:19]3)=[CH:14][CH:15]=2)[CH:10]=[C:9]1[C:31]1[C:32](=[O:48])[N:33]([CH2:40][O:41][CH2:42][CH2:43][Si:44]([CH3:47])([CH3:46])[CH3:45])[CH:34]=[C:35]([C:37](O)=[O:38])[CH:36]=1)=[O:7])([CH3:4])([CH3:3])[CH3:2].[CH2:49]([NH:56][C:57]1[CH:58]=[N:59]NC=1)[C:50]1[CH:55]=[CH:54][CH:53]=[CH:52][CH:51]=1.O.O[N:64]1[C:68]2C=CC=CC=2N=N1.C(N(CC)C(C)C)(C)C.Cl.CN(C)CCCN=C=NCC>O1CCCC1>[C:1]([O:5][C:6]([N:8]1[C:16]2[C:11](=[CH:12][C:13]([CH2:17][N:18]3[CH2:19][CH2:20][N:21]([C:24]([O:26][C:27]([CH3:30])([CH3:28])[CH3:29])=[O:25])[CH2:22][CH2:23]3)=[CH:14][CH:15]=2)[CH:10]=[C:9]1[C:31]1[C:32](=[O:48])[N:33]([CH2:40][O:41][CH2:42][CH2:43][Si:44]([CH3:45])([CH3:47])[CH3:46])[CH:34]=[C:35]([C:37](=[O:38])[NH:59][C:58]2[CH:68]=[N:64][N:56]([CH2:49][C:50]3[CH:51]=[CH:52][CH:53]=[CH:54][CH:55]=3)[CH:57]=2)[CH:36]=1)=[O:7])([CH3:3])([CH3:4])[CH3:2] |f:2.3,5.6|. Procedure details: Intermediate (4c), 5-(4-tert-butoxycarbonyl-piperazin-1-ylmethyl)-2-[5-carboxy-2-oxo-1-(2-trimethylsilanyl-ethoxymethyl)-1,2-dihydro-pyridin-3-yl]indole-1-carboxylic acid tert-butyl ester, (1 g, 1.46 mmol), benzyl-1H-pyrazole-4-yl amine (0.75 g, 4.39 mmol), 1-hydroxybenzotriazole hydrate (0.59 g, 4.39 mmol) and tetrahydrofuran (15 mL) were placed in a microwave vial. To this solution was added N,N-diisopropylethylamine (0.58 g, 0.78 mL, 4.49 mmol) and N-(3-dimethylaminopropyl)-N′-ethylcarbodiimi... Starting materials: NC=1C=C(C=CC1)C1=CC=NC=2N1N=C(C2C#N)C2=CC=C(C=C2)OC2=CC=CC=C2 (7-(3-aminophenyl)-2-(4-phenoxyphenyl)pyrazolo[1,5-a]pyrimidine-3-carbonitrile), [BH4-].[Na+] (NaBH4). Solvent: C(C)O (ethanol). Reaction conditions: temperature 60 celsius, time 2 hour. Yields the product NC=1C=C(C=CC1)C1CCNC=2N1N=C(C2C#N)C2=CC=C(C=C2)OC2=CC=CC=C2 (7-(3-aminophenyl)-2-(4-phenoxyphenyl)-4,5,6,7-tetrahydropyrazolo[1,5-a]pyrimidine-3-carbonitrile). Isolated yield 89.1%. RXN SMILES: [NH2:1][C:2]1[CH:3]=[C:4]([C:8]2[N:13]3[N:14]=[C:15]([C:19]4[CH:24]=[CH:23][C:22]([O:25][C:26]5[CH:31]=[CH:30][CH:29]=[CH:28][CH:27]=5)=[CH:21][CH:20]=4)[C:16]([C:17]#[N:18])=[C:12]3[N:11]=[CH:10][CH:9]=2)[CH:5]=[CH:6][CH:7]=1.[BH4-].[Na+]>C(O)C>[NH2:1][C:2]1[CH:3]=[C:4]([CH:8]2[N:13]3[N:14]=[C:15]([C:19]4[CH:24]=[CH:23][C:22]([O:25][C:26]5[CH:27]=[CH:28][CH:29]=[CH:30][CH:31]=5)=[CH:21][CH:20]=4)[C:16]([C:17]#[N:18])=[C:12]3[NH:11][CH2:10][CH2:9]2)[CH:5]=[CH:6][CH:7]=1 |f:1.2|. Procedure details: To a solution of 7-(3-aminophenyl)-2-(4-phenoxyphenyl)pyrazolo[1,5-a]pyrimidine-3-carbonitrile (150 mg, 0.372 mmol) in ethanol (10 mL) was added NaBH4 (70 mg, 1.86 mmol). The mixture was stirred at rt for 16 hr and 60° C. for 2 hr. Then the reaction mixture was concentrated to a residue and partitioned between EA (50 mL) and brine (40 mL). Organic layer was separated from aqueous layer, washed with brine (50 mL×2), dried over Na2SO4 and concentrated to afford 135 mg (crude) of 7-(3-aminophenyl)-... Reactants: [BH4-], CO, Cc1c2n(c3ccccc13)CCC(C)(C)C2=O, [Na+]. Yields the product Cc1c2n(c3ccccc13)CCC(C)(C)C2O. Reaction SMILES: [BH4-:1].[CH3:20][OH:21].[CH3:3][C:4]1([CH3:19])[C:5](=[O:18])[c:6]2[n:7]([c:8]3[cH:9][cH:10][cH:11][cH:12][c:13]3[c:14]2[CH3:15])[CH2:16][CH2:17]1.[Na+:2]>>[CH3:3][C:4]1([CH3:19])[CH:5]([OH:18])[c:6]2[n:7]([c:8]3[cH:9][cH:10][cH:11][cH:12][c:13]3[c:14]2[CH3:15])[CH2:16][CH2:17]1.